This data is from the Open Reaction Database (ORD), a public repository of structured organic reaction records. The task is: describe an organic reaction: reactants, conditions, products, and yield The reactants are CC1(C2=C(C(=CC=C2)P(C3=CC=CC=C3)C4=CC=CC=C4)OC5=C(C=CC=C51)P(C6=CC=CC=C6)C7=CC=CC=C7)C (Xantphos), Cl (hydrochloric acid), NC1=CC=C(C=N1)N1C(CN(CC1)C(=O)OC(C)(C)C)=O (tert-Butyl 4-(6-aminopyridin-3-yl)-3-oxopiperazine-1-carboxylate), BrC=1C(NN=C(C1)Cl)=O (4-bromo-6-chloropyridazin-3(2H)-one), C([O-])([O-])=O.[Cs+].[Cs+] (cesium carbonate). Reagents/catalysts: C=1C=CC(=CC1)/C=C/C(=O)/C=C/C2=CC=CC=C2.C=1C=CC(=CC1)/C=C/C(=O)/C=C/C2=CC=CC=C2.C=1C=CC(=CC1)/C=C/C(=O)/C=C/C2=CC=CC=C2.[Pd].[Pd] (tris(dibenzylidene acetone)dipalladium(0)). Run in O (Water), CN(C)C=O (DMF), O1CCOCC1 (dioxane). Run at temperature 125 celsius. The product is ClC=1C=C(C(NN1)=O)NC1=CC=C(C=N1)N1C(CN(CC1)C(=O)OC(C)(C)C)=O (tert-Butyl 4-(6-(6-Chloro-3-oxo-2,3-dihydropyridazin-4-ylamino)pyridin-3-yl)-3-oxopiperazine-1-carboxylate). The yield is 37.3%. RXN SMILES: [NH2:1][C:2]1[N:7]=[CH:6][C:5]([N:8]2[CH2:13][CH2:12][N:11]([C:14]([O:16][C:17]([CH3:20])([CH3:19])[CH3:18])=[O:15])[CH2:10][C:9]2=[O:21])=[CH:4][CH:3]=1.Br[C:23]1[C:24](=[O:30])[NH:25][N:26]=[C:27]([Cl:29])[CH:28]=1.C(=O)([O-])[O-].[Cs+].[Cs+].CC1(C)C2C(=C(P(C3C=CC=CC=3)C3C=CC=CC=3)C=CC=2)OC2C(P(C3C=CC=CC=3)C3C=CC=CC=3)=CC=CC1=2.Cl>C1C=CC(/C=C/C(/C=C/C2C=CC=CC=2)=O)=CC=1.C1C=CC(/C=C/C(/C=C/C2C=CC=CC=2)=O)=CC=1.C1C=CC(/C=C/C(/C=C/C2C=CC=CC=2)=O)=CC=1.[Pd].[Pd].O.CN(C=O)C.O1CCOCC1>[Cl:29][C:27]1[CH:28]=[C:23]([NH:1][C:2]2[N:7]=[CH:6][C:5]([N:8]3[CH2:13][CH2:12][N:11]([C:14]([O:16][C:17]([CH3:18])([CH3:20])[CH3:19])=[O:15])[CH2:10][C:9]3=[O:21])=[CH:4][CH:3]=2)[C:24](=[O:30])[NH:25][N:26]=1 |f:2.3.4,7.8.9.10.11|. Procedure details: A 100-mL single-neck round-bottomed flask equipped with a magnetic stirrer and reflux condenser was charged with 2d (558 mg, 1.91 mmol), 4-bromo-6-chloropyridazin-3(2H)-one (400 mg, 1.91 mmol), cesium carbonate (1.37 g, 4.20 mmol), dioxane (25 mL) and DMF (25 mL). After bubbling nitrogen through the resulting solution for 30 min, Xantphos (94 mg, 0.162 mmol) and tris(dibenzylidene acetone)dipalladium(0) (87 mg, 0.096 mmol) were added and the reaction mixture was heated at 125° C. for 18 h. Water... The reactants are ClC1=NC(=NC2=C(C=CC=C12)F)C(C1=NC=C(C=C1)F)(F)F (4-chloro-2-(difluoro(5-fluoropyridin-2-yl)methyl)-8-fluoroquinazoline), NC1=NN(C(=C1)C)C(=O)OC(C)(C)C (tert-butyl 3-amino-5-methyl-1H-pyrazole-1-carboxylate), C(C)(=O)O (acetic acid). Run in CC(=O)N(C)C (DMA). Run at temperature 100 celsius. The product is FC(C1=NC2=C(C=CC=C2C(=N1)NC1=NNC(=C1)C)F)(C1=NC=C(C=C1)F)F (2-(difluoro(5-fluoropyridin-2-yl)methyl)-8-fluoro-N-(5-methyl-1H-pyrazol-3-yl)quinazolin-4-amine). Isolated yield 4.0%. As a reaction SMILES: Cl[C:2]1[C:11]2[C:6](=[C:7]([F:12])[CH:8]=[CH:9][CH:10]=2)[N:5]=[C:4]([C:13]([F:22])([F:21])[C:14]2[CH:19]=[CH:18][C:17]([F:20])=[CH:16][N:15]=2)[N:3]=1.[NH2:23][C:24]1[CH:28]=[C:27]([CH3:29])[N:26](C(OC(C)(C)C)=O)[N:25]=1.C(O)(=O)C>CC(N(C)C)=O>[F:21][C:13]([F:22])([C:14]1[CH:19]=[CH:18][C:17]([F:20])=[CH:16][N:15]=1)[C:4]1[N:3]=[C:2]([NH:23][C:24]2[CH:28]=[C:27]([CH3:29])[NH:26][N:25]=2)[C:11]2[C:6](=[C:7]([F:12])[CH:8]=[CH:9][CH:10]=2)[N:5]=1. Procedure details: To 4-chloro-2-(difluoro(5-fluoropyridin-2-yl)methyl)-8-fluoroquinazoline (295 mg, 0.90 mmol) in DMA (2.2 mL) were added tert-butyl 3-amino-5-methyl-1H-pyrazole-1-carboxylate and acetic acid (0.12 mL), and the mixture was heated at 100° C. for 6.5 h. The mixture was allowed to cool to rt and was purified by preparative reverse-phase HPLC using an ammonium acetate modifier. A later eluting fraction was treated with saturated aq NaHCO3 and concentrated under reduced pressure. The aqueous residue wa... Reactants: BrCc1ccccc1, N#Cc1ccc(CBr)cc1, CN, Cc1ccccc1, [H-], [H][H], [Na+], CN(C)C=O. RXN SMILES: [Br:17][CH2:18][c:19]1[cH:20][cH:21][cH:22][cH:23][cH:24]1.[C:1](#[N:2])[c:3]1[cH:4][cH:5][c:6]([CH2:7][Br:8])[cH:9][cH:10]1.[CH3:13][NH2:14].[CH3:30][c:31]1[cH:32][cH:33][cH:34][cH:35][cH:36]1.[H-:11].[H:15][H:16].[Na+:12].[O:25]=[CH:26][N:27]([CH3:28])[CH3:29]>>[C:1](#[N:2])[c:3]1[cH:4][cH:5][c:6]([CH2:7][C:18]([c:19]2[cH:20][cH:21][cH:22][cH:23][cH:24]2)=[O:25])[cH:9][cH:10]1. The product is N#Cc1ccc(CC(=O)c2ccccc2)cc1.